From a dataset of the Open Reaction Database (ORD), a public repository of structured organic reaction records. describe an organic reaction: reactants, conditions, products, and yield The reactants are FC(/C(=C/C(=O)OCC)/N)(F)F (ethyl 4,4,4-trifluoro-3-aminocrotonate), ClC1=CC(=C(NC(OCC)=O)C=C1C(NC(C)C)=O)F (ethyl 4-chloro-2-fluoro-5-(N-isopropylcarbamoyl)-carbanilate). The product is C(C)(C)NC(C1=C(C=C(C(=C1)N1C(NC(=CC1=O)C(F)(F)F)=O)F)Cl)=O (N-isopropyl-2-chloro-5-[3,6-dihydro-2,6-dioxo-4-trifluoromethyl-1(2H)-pyrimidinyl]-4-fluorobenzamide). Reaction SMILES: [F:1][C:2]([F:12])([F:11])/[C:3](/[NH2:10])=[CH:4]/[C:5]([O:7]CC)=O.[Cl:13][C:14]1[C:25]([C:26](=[O:31])[NH:27][CH:28]([CH3:30])[CH3:29])=[CH:24][C:17]([NH:18][C:19](=O)[O:20]CC)=[C:16]([F:32])[CH:15]=1>>[CH:28]([NH:27][C:26](=[O:31])[C:25]1[CH:24]=[C:17]([N:18]2[C:5](=[O:7])[CH:4]=[C:3]([C:2]([F:1])([F:11])[F:12])[NH:10][C:19]2=[O:20])[C:16]([F:32])=[CH:15][C:14]=1[Cl:13])([CH3:30])[CH3:29]. Procedure details: Analogously to the procedure described in Example 1, starting from ethyl 4,4,4-trifluoro-3-aminocrotonate and ethyl 4-chloro-2-fluoro-5-(N-isopropylcarbamoyl)-carbanilate there is obtained N-isopropyl-2-chloro-5-[3,6-dihydro-2,6-dioxo-4-trifluoromethyl-1(2H)-pyrimidinyl]-4-fluorobenzamide, m.p. 234°-239° C. Starting materials: CCCCCCCCCCCCOCCOCCOP(=O)([O-])OCCBr, c1cscn1. Product: CCCCCCCCCCCCOCCOCCOP(=O)([O-])OCCc1[nH+]ccs1. Reaction SMILES: [P:1](=[O:2])([O:3][CH2:4][CH2:5][O:6][CH2:7][CH2:8][O:9][CH2:10][CH2:11][CH2:12][CH2:13][CH2:14][CH2:15][CH2:16][CH2:17][CH2:18][CH2:19][CH2:20][CH3:21])([O:22][CH2:23][CH2:24][Br:25])[O-:26].[cH:27]1[cH:28][s:29][cH:30][n:31]1>>[P:1](=[O:2])([O:3][CH2:4][CH2:5][O:6][CH2:7][CH2:8][O:9][CH2:10][CH2:11][CH2:12][CH2:13][CH2:14][CH2:15][CH2:16][CH2:17][CH2:18][CH2:19][CH2:20][CH3:21])([O:22][CH2:23][CH2:24][c:30]1[s:29][cH:28][cH:27][nH+:31]1)[O-:26]. Starting materials: C#Cc1nc(C(=O)NCC(=O)O)c(O)c2onc(-c3ccccc3)c12, O=C([O-])O, C1CCOC1, [Na+], O, O=S(=O)(O)O. Product: CC(=O)c1nc(C(=O)NCC(=O)O)c(O)c2onc(-c3ccccc3)c12. RXN SMILES: [C:1](#[CH:2])[c:3]1[n:4][c:5]([C:19](=[O:20])[NH:21][CH2:22][C:23](=[O:24])[OH:25])[c:6]([OH:18])[c:7]2[c:8]1[c:9](-[c:12]1[cH:13][cH:14][cH:15][cH:16][cH:17]1)[n:10][o:11]2.[C:37](=[O:38])([OH:39])[O-:40].[CH2:27]1[O:28][CH2:29][CH2:30][CH2:31]1.[Na+:41].[OH2:26].[S:32](=[O:33])(=[O:34])([OH:35])[OH:36]>>[C:1]([CH3:2])([c:3]1[n:4][c:5]([C:19](=[O:20])[NH:21][CH2:22][C:23](=[O:24])[OH:25])[c:6]([OH:18])[c:7]2[c:8]1[c:9](-[c:12]1[cH:13][cH:14][cH:15][cH:16][cH:17]1)[n:10][o:11]2)=[O:26]. Reactants: BrC=1C=C(C(=O)O)C=CC1 (3-bromobenzoic acid), S(=O)(Cl)Cl (thionyl chloride), FC(OC1=CC=C(N)C=C1)(F)F (4-trifluoromethoxyaniline), CCN(C(C)C)C(C)C (DIPEA). Solvent: C1(=CC=CC=C1)C (toluene), CN(C)C=O (DMF), CCOC(=O)C (EtOAc). Run at temperature 80 celsius, time 2 hour. The product is BrC=1C=C(C(=O)NC2=CC=C(C=C2)OC(F)(F)F)C=CC1 (3-Bromo-N-(4-(trifluoromethoxy)phenyl)benzamide). Reaction SMILES: [Br:1][C:2]1[CH:3]=[C:4]([CH:8]=[CH:9][CH:10]=1)[C:5]([OH:7])=O.S(Cl)(Cl)=O.CCN(C(C)C)C(C)C.[F:24][C:25]([F:35])([F:34])[O:26][C:27]1[CH:33]=[CH:32][C:30]([NH2:31])=[CH:29][CH:28]=1>C1(C)C=CC=CC=1.CCOC(C)=O.CN(C=O)C>[Br:1][C:2]1[CH:3]=[C:4]([CH:8]=[CH:9][CH:10]=1)[C:5]([NH:31][C:30]1[CH:32]=[CH:33][C:27]([O:26][C:25]([F:24])([F:34])[F:35])=[CH:28][CH:29]=1)=[O:7]. Procedure: A mixture of 3-bromobenzoic acid (10 g, 49.7 mmol), thionyl chloride (4.72 mL, 64.7 mmol), and DMF (1.5 mL) in toluene (80 mL) was stirred at 80° C. for 2 h. The mixture was cooled to 0° C., treated dropwise with DIPEA (19.11 mL, 109 mmol) followed by 4-trifluoromethoxyaniline (6.73 mL, 49.7 mmol) and the RM was allowed to warm to RT and stirred overnight. The mixture was diluted with EtOAc (150 mL), washed with 0.5 M HCl (2×100 mL), sat. NaHCO3 (2×100 mL) and brine (100 mL), dried over MgSO4 an... Starting materials: C=1(C(=CC=CC1)C)C (xylene), O1C(OCC1)CN1C(C=C(C2=CC=C(C=C12)OC)C)=O (1-(1,3-dioxolan-2-ylmethyl)-7-methoxy-4-methylquinolin-2(1H)-one), dioxide, C(C)OCC (diethyl ether). Reaction conditions: temperature 60 celsius, time 6 hour. The product is O1C(OCC1)CN1C(C=C(C2=CC=C(C=C12)OC)C=O)=O (1-(1,3-dioxolan-2-ylmethyl)-7-methoxy-2-oxo-1,2-dihydroquinoline-4-carbaldehyde). RXN SMILES: C1(C)C(C)=CC=CC=1.[O:9]1[CH2:13][CH2:12][O:11][CH:10]1[CH2:14][N:15]1[C:24]2[C:19](=[CH:20][CH:21]=[C:22]([O:25][CH3:26])[CH:23]=2)[C:18]([CH3:27])=[CH:17][C:16]1=[O:28].C([O:31]CC)C>>[O:9]1[CH2:13][CH2:12][O:11][CH:10]1[CH2:14][N:15]1[C:24]2[C:19](=[CH:20][CH:21]=[C:22]([O:25][CH3:26])[CH:23]=2)[C:18]([CH:27]=[O:31])=[CH:17][C:16]1=[O:28]. Reported procedure: To 3 mL of a xylene solution containing 50 mg of 1-(1,3-dioxolan-2-ylmethyl)-7-methoxy-4-methylquinolin-2(1H)-one, 20 mg of serene dioxide was added, and the mixture was stirred for 6 hours under reflux. The reaction mixture was cooled to 60° C., the insoluble material filtered off, and the filtration residue was washed with chloroform. The filtrate and the washing solution were combined, and the solvent was removed under reduced pressure. The residue thus obtained was added with diethyl ether, ... Reactants: CC1=CC=C(C=C1)S (p-thiocresol), NCCCO (3-aminopropanol), C(CC)(=O)O (propionic acid). The product is CC1=CC=C(C=C1)SCCCNC(CC)=O (N-[3-(p-methylphenylthio)-propyl]propionamide). RXN SMILES: [CH3:1][C:2]1[CH:7]=[CH:6][C:5]([SH:8])=[CH:4][CH:3]=1.[NH2:9][CH2:10][CH2:11][CH2:12]O.[C:14]([OH:18])(=O)[CH2:15][CH3:16]>>[CH3:1][C:2]1[CH:7]=[CH:6][C:5]([S:8][CH2:12][CH2:11][CH2:10][NH:9][C:14](=[O:18])[CH2:15][CH3:16])=[CH:4][CH:3]=1. Reported procedure: The experiment of Example 1A was repeated in all essential details except that p-thiocresol, 3-aminopropanol and propionic acid in equimolar amounts were used as the reactants. There was obtained N-[3-(p-methylphenylthio)-propyl]propionamide, m.p. 55.5°-56.5° C., designated P-2142. The nmr spectrum was consistent with the proposed structure. P-2142 was generally ineffective for controlling the growth of seven species of bacteria but was effective (MIC-100-500) for controlling the growth of four ...